describe an organic reaction: reactants, conditions, products, and yield From a dataset of the Open Reaction Database (ORD), a public repository of structured organic reaction records. The reactants are C(C)(C)(C)OC(=O)[C@@H](C\C=C\C1=CC=CC=C1)[C@H](C(=O)NN(S(=O)(=O)C1=CC=C(C=C1)C)C[C@H](CC)C)CC(C)C ((E)-2(R)-[1(S)-(tert.-butoxycarbonyl)-4-phenyl-3-butenyl)-4-methyl-2′-(2(S)-methylbutyl)-2′-(p-toluenesulphonyl)valerohydrazide), [Mg] (magnesium). Conditions: time 1.5 hour. Yields the product C(C)(C)(C)OC(=O)[C@@H](C\C=C\C1=CC=CC=C1)[C@H](C(=O)NNC[C@H](CC)C)CC(C)C ((E)-2(R)-[1(S)-(tert.-butoxycarbonyl)-4-phenyl-3-butenyl]-4-methyl-2′-(2(S)-methylbutyl)valerohydrazide). Yield: 61.0%. As a reaction SMILES: [C:1]([O:5][C:6]([C@H:8]([C@@H:18]([CH2:38][CH:39]([CH3:41])[CH3:40])[C:19]([NH:21][N:22]([CH2:33][C@@H:34]([CH3:37])[CH2:35][CH3:36])S(C1C=CC(C)=CC=1)(=O)=O)=[O:20])[CH2:9]/[CH:10]=[CH:11]/[C:12]1[CH:17]=[CH:16][CH:15]=[CH:14][CH:13]=1)=[O:7])([CH3:4])([CH3:3])[CH3:2].[Mg]>>[C:1]([O:5][C:6]([C@H:8]([C@@H:18]([CH2:38][CH:39]([CH3:40])[CH3:41])[C:19]([NH:21][NH:22][CH2:33][C@@H:34]([CH3:37])[CH2:35][CH3:36])=[O:20])[CH2:9]/[CH:10]=[CH:11]/[C:12]1[CH:17]=[CH:16][CH:15]=[CH:14][CH:13]=1)=[O:7])([CH3:3])([CH3:4])[CH3:2]. Procedure details: A mixture of 0.325 g of (E)-2(R)-[1(S)-(tert.-butoxycarbonyl)-4-phenyl-3-butenyl)-4-methyl-2′-(2(S)-methylbutyl)-2′-(p-toluenesulphonyl)valerohydrazide and 0.135 g of magnesium powder was placed in a sonic bath for 1.5 hours. The methanol was evaporated and the residue was partitioned between diethyl ether and potassium hydrogen sulphate solution. The ethereal layer was washed in sequence with potassium hydrogen sulphate solution, 5% sodium hydrogen carbonate solution, water and saturated sodium... The reactants are CN (methylamine), substituted nicotinic acid, ClC=1C=CC(=C(C1)C=1N=C(C2=C(N1)N=C(C=C2)NCCN(C)C)NC2=CC=NC=C2C(=O)O)F (4-[2-(5-Chloro-2-fluoro-phenyl)-7-(2-dimethylamino-ethylamino)-pyrido[2,3-d]pyrimidin-4-ylamino]-nicotinic acid), CN(C)C=O (DMF), C(=O)(N1C=NC=C1)N1C=NC=C1 (Carbonyldiimidazole). Reaction conditions: time 16 hour. Product: ClC=1C=CC(=C(C1)C1=NC2=C(C(=N1)NC1=CC=NC=C1C(=O)NC)CCC2)F (4-[2-(5-Chloro-2-fluoro-phenyl)-6,7-dihydro-5H-cyclopentapyrimidin-4-ylamino]-N-methyl-nicotinamide). The yield is 68.0%. As a reaction SMILES: [Cl:1][C:2]1[CH:3]=[CH:4][C:5]([F:34])=[C:6]([C:8]2[N:9]=[C:10]([NH:24][C:25]3[C:30](C(O)=O)=[CH:29][N:28]=[CH:27][CH:26]=3)[C:11]3[CH:17]=[CH:16][C:15](NCCN(C)C)=N[C:12]=3[N:13]=2)[CH:7]=1.C(N1C=CN=C1)(N1C=CN=C1)=O.CN.[CH3:49][N:50]([CH:52]=[O:53])C>>[Cl:1][C:2]1[CH:3]=[CH:4][C:5]([F:34])=[C:6]([C:8]2[N:9]=[C:10]([NH:24][C:25]3[C:30]([C:52]([NH:50][CH3:49])=[O:53])=[CH:29][N:28]=[CH:27][CH:26]=3)[C:11]3[CH2:17][CH2:16][CH2:15][C:12]=3[N:13]=2)[CH:7]=1. Procedure details: To a suspension of substituted nicotinic acid, 4-[2-(5-Chloro-2-fluoro-phenyl)-7-(2-dimethylamino-ethylamino)-pyrido[2,3-d]pyrimidin-4-ylamino]-nicotinic acid (0.030 g) in dry DMF (1 ml) was added Carbonyldiimidazole (0.020 g) followed by methylamine (156 uL, 2 M solution if THF). The reaction mixture was stirred at room temperature for 16 h. The crude residue was purified by preparative HPLC (Acetonitrile/water 5% to 95% gradient) to give 4-[2-(5-Chloro-2-fluoro-phenyl)-6,7-dihydro-5H-cyclopent... The reactants are C1(CC1)C=1N=CC(=NC1OCC1CC1)C(=O)O (5-cyclopropyl-6-cyclopropylmethoxy-pyrazine-2-carboxylic acid), Cl.C[C@H](N)C1=NC=CC=C1 ((αS)-α-methyl-2-pyridinemethanamine hydrochloride). Yields the product N1=C(C=CC=C1)[C@H](C)NC(=O)C1=NC(=C(N=C1)C1CC1)OCC1CC1 (5-Cyclopropyl-6-cyclopropylmethoxy-pyrazine-2-carboxylic acid ((S)-1-pyridin-2-yl-ethyl)-amide). As a reaction SMILES: [CH:1]1([C:4]2[N:5]=[CH:6][C:7]([C:15]([OH:17])=O)=[N:8][C:9]=2[O:10][CH2:11][CH:12]2[CH2:14][CH2:13]2)[CH2:3][CH2:2]1.Cl.[CH3:19][C@@H:20]([C:22]1[CH:27]=[CH:26][CH:25]=[CH:24][N:23]=1)[NH2:21]>>[N:23]1[CH:24]=[CH:25][CH:26]=[CH:27][C:22]=1[C@@H:20]([NH:21][C:15]([C:7]1[CH:6]=[N:5][C:4]([CH:1]2[CH2:2][CH2:3]2)=[C:9]([O:10][CH2:11][CH:12]2[CH2:13][CH2:14]2)[N:8]=1)=[O:17])[CH3:19] |f:1.2|. Reported procedure: The title compound was synthesized in analogy to Example 15, using 5-cyclopropyl-6-cyclopropylmethoxy-pyrazine-2-carboxylic acid (Example 10 g, 100 mg, 0.43 mmol) and (αS)-α-methyl-2-pyridinemethanamine hydrochloride (1:1) (100.0 mg, 0.64 mmol) as starting materials, and isolated (15 mg, 13.03%) as off white solid, LC-MS (UV peak area, ESI) 97.58%, 339.0 (M+H). The reactants are O=C([O-])[O-], CS(=O)(=O)OCCN1c2ccccc2Oc2ccccc21, CN(C)C=O, [K+], [K+], O, CCOC(Cc1ccc(O)cc1)C(=O)OC. Yields the product CCOC(Cc1ccc(OCCN2c3ccccc3Oc3ccccc32)cc1)C(=O)OC. RXN SMILES: [C:38](=[O:39])([O-:40])[O-:41].[CH3:1][S:2](=[O:3])(=[O:4])[O:5][CH2:6][CH2:7][N:8]1[c:9]2[cH:10][cH:11][cH:12][cH:13][c:14]2[O:15][c:16]2[cH:17][cH:18][cH:19][cH:20][c:21]21.[CH3:45][N:46]([CH3:47])[CH:48]=[O:49].[K+:42].[K+:43].[OH2:44].[OH:22][c:23]1[cH:24][cH:25][c:26]([CH2:29][CH:30]([C:31](=[O:32])[O:33][CH3:34])[O:35][CH2:36][CH3:37])[cH:27][cH:28]1>>[O:5]([CH2:6][CH2:7][N:8]1[c:9]2[cH:10][cH:11][cH:12][cH:13][c:14]2[O:15][c:16]2[cH:17][cH:18][cH:19][cH:20][c:21]21)[c:23]1[cH:24][cH:25][c:26]([CH2:29][CH:30]([C:31](=[O:32])[O:33][CH3:34])[O:35][CH2:36][CH3:37])[cH:27][cH:28]1. Starting materials: C(=O)(C(F)(F)F)OC(=O)C(F)(F)F (TFAA), C(C)(C)(C)OC(CC(=O)C1=CC(=NC=C1)C#N)=O (3-(2-cyano-pyridin-4-yl)-3-oxo-propionic acid tert.-butyl ester). Run in C(=O)(C(F)(F)F)O.CC(=O)C (TFA acetone). Yields the product CC1(OC(C=C(O1)C1=CC(=NC=C1)C#N)=O)C (4-(2,2-Dimethyl-6-oxo-6H-[1,3]dioxin-4-yl)-pyridine-2-carbonitrile). RXN SMILES: [C:1]([O:5][C:6](=[O:18])[CH2:7][C:8]([C:10]1[CH:15]=[CH:14][N:13]=[C:12]([C:16]#[N:17])[CH:11]=1)=[O:9])(C)([CH3:3])[CH3:2].C(OC(C(F)(F)F)=O)(C(F)(F)F)=O>C(O)(C(F)(F)F)=O.CC(C)=O>[CH3:2][C:1]1([CH3:3])[O:9][C:8]([C:10]2[CH:15]=[CH:14][N:13]=[C:12]([C:16]#[N:17])[CH:11]=2)=[CH:7][C:6](=[O:18])[O:5]1 |f:2.3|. Procedure details: Prepared from 3-(2-cyano-pyridin-4-yl)-3-oxo-propionic acid tert.-butyl ester (Example H10) by stirring in TFA/acetone with TFAA according to general procedure J (method b). Obtained as a brown solid (3.30 g). The reactants are CC1=C(C=O)C=CC=C1 (2-methyl-benzaldehyde), Mg, II (iodine), BrCCC1OCCO1 (2-(2-bromoethyl)-[1,3]dioxolane). Run in C1CCOC1 (THF), C1CCOC1 (THF). Conditions: temperature 63 celsius, time 30 minute. Product: O1C(OCC1)CCC(O)C1=C(C=CC=C1)C (3-[1,3]-Dioxolan-2-yl-1-o-tolyl-propan-1-ol). RXN SMILES: II.Br[CH2:4][CH2:5][CH:6]1[O:10][CH2:9][CH2:8][O:7]1.[CH3:11][C:12]1[CH:19]=[CH:18][CH:17]=[CH:16][C:13]=1[CH:14]=[O:15]>C1COCC1>[O:7]1[CH2:8][CH2:9][O:10][CH:6]1[CH2:5][CH2:4][CH:14]([C:13]1[CH:16]=[CH:17][CH:18]=[CH:19][C:12]=1[CH3:11])[OH:15]. Reported procedure: To a suspension of Mg turnings (134.0 mg, 5.6 mg-at.) and catalytic amount of iodine in 20 mL THF was added dropwise 2-(2-bromoethyl)-[1,3]dioxolane (500.0 mg, 2.8 mmol) with heating over a period of 30 min. After stirring the mixture for 30 min at 63° C. the reaction was cooled to −30° C. and 2-methyl-benzaldehyde (275.0 mg, 2.5 mmol) was slowly added as a solution in 5 mL THF. The temperature was maintained at −30° C. for 1 h and then slowly raised to room temperature over a period of 3 h. The... Reactants: C1CCCCC1.C(C)(=O)OCC (cyclohexane ethyl acetate), B (borane), C(C1=CC=CC=C1)C1OC(C(N(CC(OC(C(N(C(C(OC(C(N(CC(OC(C(N(C1=O)C)CC(C)C)=O)C)C)CC(C)C)=O)CC1=CC=CC=C1)=O)C)CC(C)C)=O)C)C)CC(C)C)=O (8,20-dibenzyl-5,11,17,23-tetraisobutyl-2,4,10,14,16,22-hexamethyl-1,7,13,19-tetraoxa-4,10,16,22-tetraaza-cyclotetracosan-6,9,12,18,21,24-hexaone), solution. The solvent is C1CCOC1 (THF). Product: C(C1=CC=CC=C1)C1OC(C(N(CC(OC(C(N(CC(OC(C(N(CC(OC(C(N(C1)C)CC(C)C)=O)C)C)CC(C)C)=O)CC1=CC=CC=C1)C)CC(C)C)=O)C)C)CC(C)C)=O (8,20-dibenzyl-5,11,17,23-tetraisobutyl-2,4,10,14,16,22-hexamethyl-1,7,13,19-tetraoxa-4,10,16,22-tetraaza-cyclotetracosan-6,12,18,24-tetraon), product ( 1-c ). RXN SMILES: [CH2:1]([CH:8]1[C:31](=O)[N:30]([CH3:33])[CH:29]([CH2:34][CH:35]([CH3:37])[CH3:36])[C:28](=[O:38])[O:27][CH:26]([CH3:39])[CH2:25][N:24]([CH3:40])[CH:23]([CH2:41][CH:42]([CH3:44])[CH3:43])[C:22](=[O:45])[O:21][CH:20]([CH2:46][C:47]2[CH:52]=[CH:51][CH:50]=[CH:49][CH:48]=2)[C:19](=O)[N:18]([CH3:54])[CH:17]([CH2:55][CH:56]([CH3:58])[CH3:57])[C:16](=[O:59])[O:15][CH:14]([CH3:60])[CH2:13][N:12]([CH3:61])[CH:11]([CH2:62][CH:63]([CH3:65])[CH3:64])[C:10](=[O:66])[O:9]1)[C:2]1[CH:7]=[CH:6][CH:5]=[CH:4][CH:3]=1.B.C1CCCCC1.C(OCC)(=O)C>C1COCC1>[CH2:46]([CH:20]1[CH2:19][N:18]([CH3:54])[CH:17]([CH2:55][CH:56]([CH3:58])[CH3:57])[C:16](=[O:59])[O:15][CH:14]([CH3:60])[CH2:13][N:12]([CH3:61])[CH:11]([CH2:62][CH:63]([CH3:65])[CH3:64])[C:10](=[O:66])[O:9][CH:8]([CH2:1][C:2]2[CH:7]=[CH:6][CH:5]=[CH:4][CH:3]=2)[CH2:31][N:30]([CH3:33])[CH:29]([CH2:34][CH:35]([CH3:37])[CH3:36])[C:28](=[O:38])[O:27][CH:26]([CH3:39])[CH2:25][N:24]([CH3:40])[CH:23]([CH2:41][CH:42]([CH3:44])[CH3:43])[C:22](=[O:45])[O:21]1)[C:47]1[CH:48]=[CH:49][CH:50]=[CH:51][CH:52]=1 |f:2.3|. Procedure: By the method of Example 1, 2.99 g (3.25 mmol) of 8,20-dibenzyl-5,11,17,23-tetraisobutyl-2,4,10,14,16,22-hexamethyl-1,7,13,19-tetraoxa-4,10,16,22-tetraaza-cyclotetracosan-6,9,12,18,21,24-hexaone (1-b) (for example from Ex. 1) in 20 ml of THF were reacted with 9.75 ml (9.75 mmol) of a 1M solution of borane. Column chromatography (silica gel, Ø=4.5 cm, l=25 cm; cyclohexane:ethyl acetate 50:1 to 5:1) gave 0.72 g of tetrareduction product 8,20-dibenzyl-5,11,17,23-tetraisobutyl-2,4,10,14,16,22-hexame...